This data is from the Open Reaction Database (ORD), a public repository of structured organic reaction records. The task is: describe an organic reaction: reactants, conditions, products, and yield Reactants: compound, ClC1=NC=NC2=CC=C(C=C12)O (4-chloro-6-hydroxy-quinazoline), FC1=C(C=CC=C1S(=O)(=O)C)CF (2-fluoro-1-(fluoromethyl)-3-(methylsulfonyl)benzene), NC1=NN(C=C1)C (3-amino-1-methyl-1H-pyrazole). Yields the product FCC1=C(OC=2C=C3C(=NC=NC3=CC2)NC2=NNC=C2)C(=CC=C1)S(=O)(=O)C (6-[2-(Fluoromethyl)-6-(methylsulfonyl)phenoxy]-N-(1H-pyrazol-3-yl)quinazolin-4-yl-amine). RXN SMILES: F[C:2]1[C:7]([S:8]([CH3:11])(=[O:10])=[O:9])=[CH:6][CH:5]=[CH:4][C:3]=1[CH2:12][F:13].[NH2:14][C:15]1[CH:19]=[CH:18][N:17](C)[N:16]=1.Cl[C:22]1[C:31]2[C:26](=[CH:27][CH:28]=[C:29]([OH:32])[CH:30]=2)[N:25]=[CH:24][N:23]=1>>[F:13][CH2:12][C:3]1[CH:4]=[CH:5][CH:6]=[C:7]([S:8]([CH3:11])(=[O:10])=[O:9])[C:2]=1[O:32][C:29]1[CH:30]=[C:31]2[C:26](=[CH:27][CH:28]=1)[N:25]=[CH:24][N:23]=[C:22]2[NH:14][C:15]1[CH:19]=[CH:18][NH:17][N:16]=1. Reported procedure: The compound of Example 157 was manufactured by the same method as in Example 95, by a similar method thereto or by a combination of such a method with a conventional method using 2-fluoro-1-(fluoromethyl)-3-(methylsulfonyl)benzene, 3-amino-1-methyl-1H-pyrazole and 4-chloro-6-hydroxy-quinazoline. The reactants are CI, CC#N, CCO, [Na], O, Cc1cc(C)nc(NC(=S)NS(=O)(=O)c2ccccc2-c2ccccc2)n1. The product is CSC(=Nc1nc(C)cc(C)n1)NS(=O)(=O)c1ccccc1-c1ccccc1. As a reaction SMILES: [CH3:29][I:30].[CH3:32][C:33]#[N:34].[CH3:35][CH2:36][OH:37].[Na:28].[OH2:31].[c:1]1(-[c:22]2[cH:23][cH:24][cH:25][cH:26][cH:27]2)[c:2]([S:7](=[O:8])(=[O:9])[NH:10][C:11](=[S:12])[NH:13][c:14]2[n:15][c:16]([CH3:21])[cH:17][c:18]([CH3:20])[n:19]2)[cH:3][cH:4][cH:5][cH:6]1>>[c:1]1(-[c:22]2[cH:23][cH:24][cH:25][cH:26][cH:27]2)[c:2]([S:7](=[O:8])(=[O:9])[NH:10][C:11]([S:12][CH3:29])=[N:13][c:14]2[n:15][c:16]([CH3:21])[cH:17][c:18]([CH3:20])[n:19]2)[cH:3][cH:4][cH:5][cH:6]1. Reactants: C[Si](CCC#CCO)(C)C (5-trimethylsilanylpent-2-yn-1-ol), C1=CC=C(C=C1)P(C2=CC=CC=C2)C3=CC=CC=C3 (PPh3), 0i, BrBr (bromine), C1=CC=C(C=C1)P(C2=CC=CC=C2)C3=CC=CC=C3 (PPh3). Run in C(Cl)Cl (CH2Cl2), CCCCC (pentane), C(Cl)Cl (CH2Cl2). Reaction conditions: time 0.5 hour. The product is BrCC#CCC[Si](C)(C)C ((5-bromopent-3-ynyl)trimethylsilane). The yield is 85.4%. RXN SMILES: C1C=CC(P(C2C=CC=CC=2)C2C=CC=CC=2)=CC=1.[Br:20]Br.[CH3:22][Si:23]([CH3:31])([CH3:30])[CH2:24][CH2:25][C:26]#[C:27][CH2:28]O>C(Cl)Cl.CCCCC>[Br:20][CH2:28][C:27]#[C:26][CH2:25][CH2:24][Si:23]([CH3:31])([CH3:30])[CH3:22]. Reported procedure: To a flame dried flask was added PPh3 (1.76 g, 6.73 mmol) followed by dry CH2Cl2 (60 mL). The mixture was placed in an ice bath and bromine (0.34 mL, 6.41 mmol) was added dropwise. A small amount of PPh3 was added until the reaction went from yellow to clear in color. After 0.5 h at 0° C., 5-trimethylsilanylpent-2-yn-1-ol (1.0 g, 6.41 mmol) was dissolved in CH2Cl2 (5 mL) and added dropwise. After 4 h at 0i C, the reaction mixture was poured into a separatory funnel, diluted with pentane (250 mL)... Starting materials: C1(=C(C(=C(C(=C1F)F)F)N)F)N.Cl.Cl (dihydrochloride), CC1=CC=CC(=N1)NC1=CC=C(C=C1)[N+](=O)[O-] (6-methyl-N-(4-nitrophenyl)pyrid-2-amine). Reagents/catalysts: [Zn].[Cl-].[NH4+].O.C(C)O (zinc ammonium chloride water ethanol). Product: Cl.Cl.CC1=CC=CC(=N1)NC1=CC=C(C=C1)N (N-(6-methylpyrid-2-yl)benzene-1,4-diamine dihydrochloride). RXN SMILES: [CH3:1][C:2]1[N:7]=[C:6]([NH:8][C:9]2[CH:14]=[CH:13][C:12]([N+:15]([O-])=O)=[CH:11][CH:10]=2)[CH:5]=[CH:4][CH:3]=1.C1(N)C(F)=C(F)C(F)=C(N)C=1F.[ClH:30].Cl>[Zn].[Cl-].[NH4+].O.C(O)C>[ClH:30].[ClH:30].[CH3:1][C:2]1[N:7]=[C:6]([NH:8][C:9]2[CH:10]=[CH:11][C:12]([NH2:15])=[CH:13][CH:14]=2)[CH:5]=[CH:4][CH:3]=1 |f:1.2.3,4.5.6.7.8,9.10.11|. Reported procedure: The 6-methyl-N-(4-nitrophenyl)pyrid-2-amine (9) obtained above was reduced with a boiling zinc/ammonium chloride/water/ethanol mixture. The corresponding amine was isolated in dihydrochloride form. The reactants are C(C)(=O)OCCBr (2-bromoethyl acetate), C([O-])([O-])=O.[K+].[K+] (potassium carbonate), C(C)(=O)C=1C(NC(N(C1C)C1=CC(=CC=C1)C(F)(F)F)=S)C1=CC=C(C#N)C=C1 (4-{5-Acetyl-6-methyl-2-thioxo-1-[3-(trifluoromethyl)phenyl]-1,2,3,4-tetrahydro-4-pyrimidinyl}benzonitrile). Solvent: CN(C)C=O (DMF). Run at time 15 hour. The product is C(C)(=O)C=1C(N=C(N(C1C)C1=CC(=CC=C1)C(F)(F)F)SCCOC(C)=O)C1=CC=C(C=C1)C#N (Acetic acid 2-[5-acetyl-4-(4-cyanophenyl)-6-methyl-1-[3-(trifluoromethyl)phenyl]-1,4-dihydropyrimidine-2-ylsulfanyl]-ethyl ester). Reaction SMILES: [C:1]([O:4][CH2:5][CH2:6]Br)(=[O:3])[CH3:2].C(=O)([O-])[O-].[K+].[K+].[C:14]([C:17]1[CH:18]([C:35]2[CH:42]=[CH:41][C:38]([C:39]#[N:40])=[CH:37][CH:36]=2)[NH:19][C:20](=[S:34])[N:21]([C:24]2[CH:29]=[CH:28][CH:27]=[C:26]([C:30]([F:33])([F:32])[F:31])[CH:25]=2)[C:22]=1[CH3:23])(=[O:16])[CH3:15]>CN(C=O)C>[C:14]([C:17]1[CH:18]([C:35]2[CH:36]=[CH:37][C:38]([C:39]#[N:40])=[CH:41][CH:42]=2)[N:19]=[C:20]([S:34][CH2:6][CH2:5][O:4][C:1](=[O:3])[CH3:2])[N:21]([C:24]2[CH:29]=[CH:28][CH:27]=[C:26]([C:30]([F:33])([F:31])[F:32])[CH:25]=2)[C:22]=1[CH3:23])(=[O:16])[CH3:15] |f:1.2.3|. Procedure: To a solution of 2-bromoethyl acetate (37.6 mg, 0.23 mmol) in 500 μl DMF are added potassium carbonate (82.9 mg, 0.6 mmol) and 4-{5-acetyl-6-methyl-2-thioxo-1-[3-(trifluoromethyl)phenyl]-1,2,3,4-tetrahydro-4-pyrimidinyl}benzonitrile (Example 1; 62.3 mg, 0.15 mmol). The reaction mixture is shaken for 15 hours, filtered and purified by preparative HPLC (column: Nucleosil 100-5 C 18 Nautilus 20 mm×50 mm, 5 μm; solvent A: acetonitrile, solvent B: water+0.1% formic acid; flow rate: 25 ml/min; gradien... Yields the product FC(C(=O)O)(F)F.OC1=C(C(=O)NN)C=CC=C1O ((2,3-dihydroxybenzoyl)hydrazine, trifluoroacetate salt). Procedure details: (2,3-Dihydroxybenzoyl)hydrazine carboxylic acid, t-butyl ester (17 g) was dissolved in 50 ml of trifluoroacetic acid/anisole (4:1) at 0° C. and stirred for 30 minutes. Diethyl ether (200 ml) was added, and (2,3-dihydroxybenzoyl)hydrazine, trifluoroacetate salt crystallized from the solution. After washing with ether and drying over silica gel, 17.2 g of (2,3-dihydroxybenzoyl)hydrazine, trifluoroacetate salt were obtained as beige, fine crystals; melting point 212° C. RXN SMILES: [OH:1][C:2]1[C:18]([OH:19])=[CH:17][CH:16]=[CH:15][C:3]=1[C:4]([N:6](C(OC(C)(C)C)=O)[NH2:7])=[O:5].C(OCC)C.[F:25][C:26]([F:31])([F:30])[C:27]([OH:29])=[O:28].C1(OC)C=CC=CC=1>>[F:25][C:26]([F:31])([F:30])[C:27]([OH:29])=[O:28].[OH:1][C:2]1[C:18]([OH:19])=[CH:17][CH:16]=[CH:15][C:3]=1[C:4]([NH:6][NH2:7])=[O:5] |f:2.3,4.5|. Run at time 30 minute. Starting materials: OC1=C(C(=O)N(N)C(=O)OC(C)(C)C)C=CC=C1O ((2,3-Dihydroxybenzoyl)hydrazine carboxylic acid, t-butyl ester), FC(C(=O)O)(F)F.C1(=CC=CC=C1)OC (trifluoroacetic acid anisole), C(C)OCC (Diethyl ether). Reactants: CS(=O)(=O)OS(C)(=O)=O, CCOC(C)=O, CCc1cc2nc(OC)c(OC)nc2c(N)c1Cl, C1CCOC1, O, c1ccncc1. Yields the product CCc1cc2nc(OC)c(OC)nc2c(NS(C)(=O)=O)c1Cl. Reaction SMILES: [CH3:1][S:2](=[O:3])([O:5][S:4]([CH3:6])(=[O:7])=[O:8])=[O:9].[CH3:40][CH2:41][O:42][C:43](=[O:44])[CH3:45].[NH2:10][c:11]1[c:12]2[n:13][c:14]([O:26][CH3:27])[c:15]([O:24][CH3:25])[n:16][c:17]2[cH:18][c:19]([CH2:22][CH3:23])[c:20]1[Cl:21].[O:35]1[CH2:36][CH2:37][CH2:38][CH2:39]1.[OH2:34].[cH:28]1[cH:29][cH:30][n:31][cH:32][cH:33]1>>[CH3:1][S:2](=[O:3])(=[O:5])[NH:10][c:11]1[c:12]2[n:13][c:14]([O:26][CH3:27])[c:15]([O:24][CH3:25])[n:16][c:17]2[cH:18][c:19]([CH2:22][CH3:23])[c:20]1[Cl:21].